From a dataset of the Open Reaction Database (ORD), a public repository of structured organic reaction records. describe an organic reaction: reactants, conditions, products, and yield The reactants are FC=1C=C(C=CC1F)NC(CC1=CC(=NN1)NC1=C2C3=C(C(NC2=NC=C1)=O)C=CC=C3)=O (N-(3,4-Difluorophenyl)-2-(3-(6-oxo-5,6-dihydrobenzo[c][1,8]naphthyridin-1-ylamino)-1H-pyrazol-5-yl)acetamide), NC1=CC=CC=C1 (aniline). Product: O=C1NC2=NC=CC(=C2C2=C1C=CC=C2)NC2=NNC(=C2)CC(=O)NC2=CC=CC=C2 (2-(3-(6-Oxo-5,6-dihydrobenzo[c][1,8]naphthyridin-1-ylamino)-1H-pyrazol-5-yl)-N-phenylacetamide). RXN SMILES: F[C:2]1[CH:3]=[C:4]([NH:9][C:10](=[O:33])[CH2:11][C:12]2[NH:16][N:15]=[C:14]([NH:17][C:18]3[CH:27]=[CH:26][N:25]=[C:24]4[C:19]=3[C:20]3[CH:32]=[CH:31][CH:30]=[CH:29][C:21]=3[C:22](=[O:28])[NH:23]4)[CH:13]=2)[CH:5]=[CH:6][C:7]=1F.NC1C=CC=CC=1>>[O:28]=[C:22]1[C:21]2[CH:29]=[CH:30][CH:31]=[CH:32][C:20]=2[C:19]2[C:24](=[N:25][CH:26]=[CH:27][C:18]=2[NH:17][C:14]2[CH:13]=[C:12]([CH2:11][C:10]([NH:9][C:4]3[CH:3]=[CH:2][CH:7]=[CH:6][CH:5]=3)=[O:33])[NH:16][N:15]=2)[NH:23]1. Procedure details: The title compound was synthesized according to the procedure described for the preparation of Example 300 using the carboxylic acid intermediate from example 313 and aniline to provide 315. LC-MS (M+H=411, obsd.=411). Reactants: OC1=CC(=CC=2CC[C@@H]3[C@@H]4CCC([C@@]4(C)CC[C@@H]3C12)=O)O (1,3-dihydroxy-8α-estra-1,3,5(10)-trien-17-one), acetic ice water, [H-].[Na+] (NaH), C(C)N(S(=O)(=O)Cl)CC (diethylaminosulfonyl chloride). Run in CS(=O)C (dimethyl sulfoxide), CS(=O)C (dimethyl sulfoxide). Run at time 25 hour. The product is C(C)N(S(=O)(=O)OC1=CC(=CC=2CC[C@@H]3[C@@H]4CCC([C@@]4(C)CC[C@@H]3C12)=O)OS(=O)(=O)N(CC)CC)CC (1,3-bis(diethylaminosulfonyloxy)-8α-estra-1,3,5(10)-trien-17-one). Reaction SMILES: [OH:1][C:2]1[C:19]2[C@@H:18]3[C@@H:9]([C@H:10]4[C@@:14]([CH2:16][CH2:17]3)([CH3:15])[C:13](=[O:20])[CH2:12][CH2:11]4)[CH2:8][CH2:7][C:6]=2[CH:5]=[C:4]([OH:21])[CH:3]=1.[H-].[Na+].[CH2:24]([N:26]([CH2:31][CH3:32])[S:27](Cl)(=[O:29])=[O:28])[CH3:25]>CS(C)=O>[CH2:24]([N:26]([CH2:31][CH3:32])[S:27]([O:1][C:2]1[C:19]2[C@@H:18]3[C@@H:9]([C@H:10]4[C@@:14]([CH2:16][CH2:17]3)([CH3:15])[C:13](=[O:20])[CH2:12][CH2:11]4)[CH2:8][CH2:7][C:6]=2[CH:5]=[C:4]([O:21][S:27]([N:26]([CH2:31][CH3:32])[CH2:24][CH3:25])(=[O:29])=[O:28])[CH:3]=1)(=[O:29])=[O:28])[CH3:25] |f:1.2|. Reported procedure: A solution of 250 mg. of 1,3-dihydroxy-8α-estra-1,3,5(10)-trien-17-one in 6.5 ml. of dimethyl sulfoxide is mixed under cooling and nitrogen with 250 mg. of NaH (50% suspension in oil), and agitated for 30 minutes at room temperature. A solution of 1.05 g. of diethylaminosulfonyl chloride in 2 ml. of dimethyl sulfoxide is then added to the mixture, and the latter is agitated for 25 hours at room temperature. The mixture is introduced into acetic ice water (NaCl), the organic substances are extrac... Starting materials: O1CC1COC1=CC=CC=C1 (1,2-epoxy-3-phenoxypropane), CN (methylamine). The solvent is C(C)O (ethanol), O (water). Product: CNCC(COC1=CC=CC=C1)O ((±)-1-(Methylamino)-3-phenoxy-2-propanol). As a reaction SMILES: [O:1]1[CH:3]([CH2:4][O:5][C:6]2[CH:11]=[CH:10][CH:9]=[CH:8][CH:7]=2)[CH2:2]1.[CH3:12][NH2:13]>C(O)C.O>[CH3:12][NH:13][CH2:2][CH:3]([OH:1])[CH2:4][O:5][C:6]1[CH:11]=[CH:10][CH:9]=[CH:8][CH:7]=1. Reported procedure: To a solution of 1,2-epoxy-3-phenoxypropane (15 g), in ethanol (50 ml) was added 25-30% methylamine in water (50 ml) and the mixture heated under reflux for 1 h. The ethanol was removed in vacuo and the residue acidified with 2 N hydrochloric acid. The aqueous solution was extracted with ethyl acetate then made alkaline with 2 N sodium hydroxide and extracted into ether. The combined ethereal extracts were dried (Na2SO4), filtered and evaporated to give a semi-solid (14.8 g). The product was dis... Yields the product C(C)(C)(C)OC(N(C)C1CCC(CC1)NCC=1C=C(C=CC1F)C1=CC=C(C=C1)C(C(F)(F)F)=O)=O ((4-{[4-Fluoro-4′-(2,2,2-trifluoro-acetyl)-biphenyl-3-ylmethyl]-amino}-cyclohexyl)-methyl-carbamic acid tert-butyl ester). The reactants are C(=O)(OC(C)(C)C)N(C1CCC(CC1)NCC=1C=C(C=CC1F)B(O)O)C (3-{[4-(BOC-methyl-amino)-cyclohexylamino]-methyl}-4-fluoro-benzene boronic acid), BrC1=CC=C(C=C1)C(C(F)(F)F)=O (1-(4-bromophenyl)-2,2,2-trifluoroethanone). Procedure details: The title compound was prepared from boronic acid (247) (300 mg, 0.79 mmol) and 1-(4-bromophenyl)-2,2,2-trifluoroethanone (240 mg, 0.95 mmol) in accordance with Method B. Reaction SMILES: [C:1]([N:8]([CH3:27])[CH:9]1[CH2:14][CH2:13][CH:12]([NH:15][CH2:16][C:17]2[CH:18]=[C:19](B(O)O)[CH:20]=[CH:21][C:22]=2[F:23])[CH2:11][CH2:10]1)([O:3][C:4]([CH3:7])([CH3:6])[CH3:5])=[O:2].Br[C:29]1[CH:34]=[CH:33][C:32]([C:35](=[O:40])[C:36]([F:39])([F:38])[F:37])=[CH:31][CH:30]=1>>[C:4]([O:3][C:1](=[O:2])[N:8]([CH:9]1[CH2:14][CH2:13][CH:12]([NH:15][CH2:16][C:17]2[CH:18]=[C:19]([C:29]3[CH:34]=[CH:33][C:32]([C:35](=[O:40])[C:36]([F:38])([F:39])[F:37])=[CH:31][CH:30]=3)[CH:20]=[CH:21][C:22]=2[F:23])[CH2:11][CH2:10]1)[CH3:27])([CH3:7])([CH3:6])[CH3:5].